This data is from the Open Reaction Database (ORD), a public repository of structured organic reaction records. The task is: describe an organic reaction: reactants, conditions, products, and yield Reactants: Au(JohnPhos)NCCH3, C1(=CC=CC=C1)C#CP(OCC)(O)=O (ethyl hydrogen phenylethynylphosphonate), C(#C)C1=CCCCC1 (1-ethynylcyclohex-1-ene), CC(C)(C)P(C1=CC=CC=C1C2=CC=CC=C2)C(C)(C)C (JohnPhos), CC(C)(C)P(C1=CC=CC=C1C2=CC=CC=C2)C(C)(C)C ((2-biphenyl)di-tert-butylphosphine). Reagents/catalysts: [Au] (gold). The solvent is ClC(C)Cl (dichloroethane), ClC(C)Cl (dichloroethane). Reaction conditions: time 5 minute. The product is C(C)OP1(OC(=CC(=C1)C1=CC=CC=C1)C1=CCCCC1)=O (2-ethoxy-4-phenyl-6-1-cyclohexenyl-1,2-oxaphosphorin 2-oxide). The yield is 62.0%. RXN SMILES: CC(P(C(C)(C)C)[C:6]1[C:11]([C:12]2C=CC=C[CH:13]=2)=[CH:10][CH:9]=[CH:8][CH:7]=1)(C)C.[C:22]1([C:28]#[C:29][P:30](=[O:35])([OH:34])[O:31][CH2:32][CH3:33])[CH:27]=[CH:26][CH:25]=[CH:24][CH:23]=1.C(C1CCCCC=1)#C>[Au].ClC(Cl)C>[CH2:32]([O:31][P:30]1(=[O:34])[CH:29]=[C:28]([C:22]2[CH:23]=[CH:24][CH:25]=[CH:26][CH:27]=2)[CH:13]=[C:12]([C:11]2[CH2:6][CH2:7][CH2:8][CH2:9][CH:10]=2)[O:35]1)[CH3:33]. Procedure: A gold (Ag(I)) catalyst {[Au(JohnPhos)NCCH3]+SbF6—} [JohnPhos:(2-biphenyl)di-tert-butylphosphine] (11.3 mg, 0.015 mmol) was put into a reaction container, and dichloroethane (0.4 mL) was added thereto. After stirring at room temperature for 5 minutes, ethyl hydrogen phenylethynylphosphonate (63.0 mg, 0.3 mmol) diluted with 0.5 mL of dichloroethane was added thereto. Then 1-ethynylcyclohex-1-ene (63.6 mg, 0.6 mmol) was put thereinto, followed by stirring at 30° C. for 18 hours, and when all of th... Isolated yield 98.2%. Yields the product COC1=C(C=CC=C1OC)C1SCCCS1 (2-(2',3'-dimethoxyphenyl)-1,3-dithiane). Reaction SMILES: [CH3:1][O:2][C:3]1[C:10]([O:11][CH3:12])=[CH:9][CH:8]=[CH:7][C:4]=1[CH:5]=O.[CH2:13]([SH:17])[CH2:14][CH2:15][SH:16].B(F)(F)F.CCOCC>C(Cl)Cl>[CH3:1][O:2][C:3]1[C:10]([O:11][CH3:12])=[CH:9][CH:8]=[CH:7][C:4]=1[CH:5]1[S:17][CH2:13][CH2:14][CH2:15][S:16]1 |f:2.3|. Run in C(Cl)Cl (methylene chloride). Reaction conditions: temperature 0 celsius, time 0.5 hour. Procedure details: A solution of 49.5 g (298 mmol) of 2,3-dimethoxybenzaldehyde and 48.4 g (447 mmol) of propane-1,3-dithiol in 800 mL of methylene chloride was cooled to 0° C. Boron trifluoride etherate (7.5 mL, 61 mmol) was added dropwise to the cooled solution and the reaction mixture was stirred at 0° C. for 0.5 h, then at ambient temperature for 18 h. The methylene chloride solution was washed with 2×200 mL of 10% aqueous sodium hydroxide solution, 200 mL of water and 100 mL of brine, dried over anhydrous sod... The reactants are COC1=C(C=O)C=CC=C1OC (2,3-dimethoxybenzaldehyde), C(CCS)S (propane-1,3-dithiol), B(F)(F)F.CCOCC (Boron trifluoride etherate). The reactants are Brc1ccccn1, C1CCOC1, CC(C)[N-]C(C)C, [Li+], CN(C)C=O, O. Yields the product O=Cc1cccnc1Br. RXN SMILES: [Br:1][c:2]1[cH:3][cH:4][cH:5][cH:6][n:7]1.[CH2:22]1[O:23][CH2:24][CH2:25][CH2:26]1.[CH:8]([N-:9][CH:10]([CH3:11])[CH3:12])([CH3:13])[CH3:14].[Li+:15].[O:16]=[CH:17][N:18]([CH3:19])[CH3:20].[OH2:21]>>[Br:1][c:2]1[c:3]([CH:17]=[O:16])[cH:4][cH:5][cH:6][n:7]1. The product is ClC=1C(=C2N=C(C(=NC2=CC1Cl)OC)OC)C(C)N1C=NC=C1 (6,7dichloro-2,3-dimethoxy-5-(1-imidazol-1-ylethyl)quinoxaline). Procedure: A mixture of 5-(1-chloroethyl)-6,7dichloro-2,3-dimethoxyquinoxaline (95 mg, 0.295 mmol), imidazole (22 mg, 0.325 mmol), anhydrous potassium carbonate (45 mg, 0.325 mmol) in dry dimethylformamide (10 mL) was heated under nitrogen at 100° C. for 6 hours, cooled, and partitioned between brine and three portions of ethyl acetate. The combined organic solutions were dried (MgSO4) and concentrated under reduced pressure. The residue was purified by flash column chromatography (gradient elution with di... Solvent: CN(C=O)C (dimethylformamide). RXN SMILES: Cl[CH:2]([C:4]1[C:13]([Cl:14])=[C:12]([Cl:15])[CH:11]=[C:10]2[C:5]=1[N:6]=[C:7]([O:18][CH3:19])[C:8]([O:16][CH3:17])=[N:9]2)[CH3:3].[NH:20]1[CH:24]=[CH:23][N:22]=[CH:21]1.C(=O)([O-])[O-].[K+].[K+]>CN(C)C=O>[Cl:14][C:13]1[C:4]([CH:2]([N:20]2[CH:24]=[CH:23][N:22]=[CH:21]2)[CH3:3])=[C:5]2[C:10](=[CH:11][C:12]=1[Cl:15])[N:9]=[C:8]([O:16][CH3:17])[C:7]([O:18][CH3:19])=[N:6]2 |f:2.3.4|. Isolated yield 57.6%. Reactants: ClC(C)C1=C2N=C(C(=NC2=CC(=C1Cl)Cl)OC)OC (5-(1-chloroethyl)-6,7dichloro-2,3-dimethoxyquinoxaline), N1C=NC=C1 (imidazole), C([O-])([O-])=O.[K+].[K+] (potassium carbonate). Conditions: temperature 100 celsius. The reactants are N#CN (cyanamide), N(=C=S)C1=CC=C(C=C1)N1CCN(CC1)CC1CC1 (1-(4-Isothiocyanatophenyl)-4-(1-cyclopropylmethyl)piperazine), BrCC(=O)C1=CC2=C(OCCO2)C=C1 (2-bromo-1-(2,3-dihydro-benzo[1,4]dioxin-6-yl)ethanone). Product: NC=1N=C(SC1C(=O)C1=CC2=C(OCCO2)C=C1)NC1=CC=C(C=C1)N1CCN(CC1)CC1CC1 ({4-Amino-2-[4-(4-cyclopropylmethyl-piperazin-1-yl)-phenylamino]-thiazol-5-yl}-(2,3-dihydro-benzo[1,4]dioxin-6-yl)-methanone). RXN SMILES: [N:1]#[C:2][NH2:3].[N:4]([C:7]1[CH:12]=[CH:11][C:10]([N:13]2[CH2:18][CH2:17][N:16]([CH2:19][CH:20]3[CH2:22][CH2:21]3)[CH2:15][CH2:14]2)=[CH:9][CH:8]=1)=[C:5]=[S:6].Br[CH2:24][C:25]([C:27]1[CH:36]=[CH:35][C:30]2[O:31][CH2:32][CH2:33][O:34][C:29]=2[CH:28]=1)=[O:26]>>[NH2:1][C:2]1[N:3]=[C:5]([NH:4][C:7]2[CH:8]=[CH:9][C:10]([N:13]3[CH2:14][CH2:15][N:16]([CH2:19][CH:20]4[CH2:22][CH2:21]4)[CH2:17][CH2:18]3)=[CH:11][CH:12]=2)[S:6][C:24]=1[C:25]([C:27]1[CH:36]=[CH:35][C:30]2[O:31][CH2:32][CH2:33][O:34][C:29]=2[CH:28]=1)=[O:26]. Reported procedure: This compound was prepared from cyanamide, 1-(4-isothiocyanatophenyl)-4-cyclopropylmethylpiperazine (of Example 14G) and 2-bromo-1-(2,3-dihydro-benzo[1,4]dioxin-6-yl)ethanone (Maybridge Chemical Company Ltd.) following the procedure used in Example 24. Mass spectrum (ES) MH+=492. The product is C(C)(C)(C)C1=C(C=CC=C1)N1CCN(CC1)C(=O)C=1N=C(N(C1)CC(=O)OC)C (Methyl (4-{[4-(2-tert-butylphenyl)piperazin-1-yl]carbonyl}-2-methyl-1H-imidazol-1-yl)acetate). Conditions: temperature 50 celsius, time 16 hour. Starting materials: O (water), C(C)(C)(C)C1=C(C=CC=C1)N1CCN(CC1)C(=O)C=1N=C(NC1)C (1-(2-tert-butylphenyl)-4-[(2-methyl-1H-imidazol-4-yl)carbonyl]piperazine), BrCC(=O)OC (methyl bromoacetate), C([O-])([O-])=O.[K+].[K+] (potassium carbonate). RXN SMILES: [C:1]([C:5]1[CH:10]=[CH:9][CH:8]=[CH:7][C:6]=1[N:11]1[CH2:16][CH2:15][N:14]([C:17]([C:19]2[N:20]=[C:21]([CH3:24])[NH:22][CH:23]=2)=[O:18])[CH2:13][CH2:12]1)([CH3:4])([CH3:3])[CH3:2].Br[CH2:26][C:27]([O:29][CH3:30])=[O:28].C(=O)([O-])[O-].[K+].[K+].O>CN(C)C=O>[C:1]([C:5]1[CH:10]=[CH:9][CH:8]=[CH:7][C:6]=1[N:11]1[CH2:12][CH2:13][N:14]([C:17]([C:19]2[N:20]=[C:21]([CH3:24])[N:22]([CH2:26][C:27]([O:29][CH3:30])=[O:28])[CH:23]=2)=[O:18])[CH2:15][CH2:16]1)([CH3:4])([CH3:3])[CH3:2] |f:2.3.4|. The solvent is CN(C=O)C (N,N-dimethylformamide). Procedure details: A mixture of 1-(2-tert-butylphenyl)-4-[(2-methyl-1H-imidazol-4-yl)carbonyl]piperazine (0.50 g, 1.53 mmol), methyl bromoacetate (0.28 g, 1.84 mmol) and potassium carbonate (0.63 g, 4.6 mmol) in N,N-dimethylformamide (5 mL) was stirred at 50° C. for 16 h. The reaction mixture was poured into water and extracted with ethyl acetate. The extract was washed with brine, dried over anhydrous magnesium sulfate, filtered and concentrated under reduced pressure. The residue was purified by NH-silica gel co... Yield: 41.0%. Starting materials: CO, O=CO, CCCCN(C(=O)NCCCl)C1OC(CO)C(O)C(O)C1O, O=N[O-], [Na+]. The product is CCCCN(C(=O)N(CCCl)N=O)C1OC(CO)C(O)C(O)C1O. RXN SMILES: [CH3:27][OH:28].[CH:29]([OH:30])=[O:31].[Cl:1][CH2:2][CH2:3][NH:4][C:5](=[O:6])[N:7]([CH:8]1[CH:9]([OH:10])[CH:11]([OH:12])[CH:13]([OH:14])[CH:15]([CH2:17][OH:18])[O:16]1)[CH2:19][CH2:20][CH2:21][CH3:22].[N:23](=[O:24])[O-:25].[Na+:26]>>[Cl:1][CH2:2][CH2:3][N:4]([C:5](=[O:6])[N:7]([CH:8]1[CH:9]([OH:10])[CH:11]([OH:12])[CH:13]([OH:14])[CH:15]([CH2:17][OH:18])[O:16]1)[CH2:19][CH2:20][CH2:21][CH3:22])[N:23]=[O:24]. Starting materials: [OH-].[Na+] (sodium hydroxide), O (water), CO (methanol), OC(CC(=O)OCC)CC(\C=C\C=1C(=C2N(C=CC3=CC=CC=C23)C1C(C)C)C1=CC=CC=C1)=O (ethyl (E)-3-hydroxy-7-(3-isopropyl-1-phenylpyrrolo[2,1-a]isoquinolin-2-yl)-5-oxohept-6-enoate), O (Water). The solvent is C(C)(=O)O (acetic acid). Run at time 5 hour. Yields the product OC(CC(=O)O)CC(\C=C\C=1C(=C2N(C=CC3=CC=CC=C23)C1C(C)C)C1=CC=CC=C1)=O (E-3-hydroxy-7-(3-isopropyl-1-phenylpyrrolo[2,1-a]isoquinolin-2-yl)-5-oxohept-6-enoic acid). Yield: 37.0%. Reaction SMILES: [OH-].[Na+].O.CO.[OH:6][CH:7]([CH2:14][C:15](=[O:40])/[CH:16]=[CH:17]/[C:18]1[C:19]([C:34]2[CH:39]=[CH:38][CH:37]=[CH:36][CH:35]=2)=[C:20]2[C:29]3[C:24](=[CH:25][CH:26]=[CH:27][CH:28]=3)[CH:23]=[CH:22][N:21]2[C:30]=1[CH:31]([CH3:33])[CH3:32])[CH2:8][C:9]([O:11]CC)=[O:10]>C(O)(=O)C>[OH:6][CH:7]([CH2:14][C:15](=[O:40])/[CH:16]=[CH:17]/[C:18]1[C:19]([C:34]2[CH:39]=[CH:38][CH:37]=[CH:36][CH:35]=2)=[C:20]2[C:29]3[C:24](=[CH:25][CH:26]=[CH:27][CH:28]=3)[CH:23]=[CH:22][N:21]2[C:30]=1[CH:31]([CH3:33])[CH3:32])[CH2:8][C:9]([OH:11])=[O:10] |f:0.1|. Reported procedure: A mixture of sodium hydroxide (120 mg), water (2 ml), methanol (10 ml) and ethyl (E)-3-hydroxy-7-(3-isopropyl-1-phenylpyrrolo[2,1-a]isoquinolin-2-yl)-5-oxohept-6-enoate (230 mg; prepared as described in Example 4) was stirred under an argon atmosphere at the ambient temperature for 5 hours. Water (10 ml) was added and the solution was acidified to pH 5 by treatment with glacial acetic acid. The milky solution was extracted with diethyl ether (4×50 ml) and the combined extracts were dried over ma... The reactants are COC(COC1=C(C=C(C=C1)OC\C=C(\C1=CC=CC=C1)/C1=CC=C(C=C1)I)C)=O ((Z)-{4-[3-(4-iodo-phenyl)-3-phenyl-allyloxy]-2-methyl-phenoxy}-acetic acid methyl ester), C(#C)C1=NC=CC=C1 (2-Ethynyl-pyridine), ClCCl (dichloromethane), 60. Reagents/catalysts: [Pd](Cl)Cl.C1(=CC=CC=C1)P(C1=CC=CC=C1)C1=CC=CC=C1.C1(=CC=CC=C1)P(C1=CC=CC=C1)C1=CC=CC=C1 (bis(triphenylphosphine) palladium(II) chloride), [Cu]I (copper(I) iodide). Solvent: C(C)N(CC)CC (triethylamine). Yields the product COC(COC1=C(C=C(C=C1)OC\C=C(/C1=CC=C(C=C1)C#CC1=NC=CC=C1)\C1=CC=CC=C1)C)=O ({2-Methyl-4-[(Z)-3-phenyl-3-(4-pyridin-2-ylethynyl-phenyl)-allyloxy]-phenoxy}-acetic acid methyl ester). As a reaction SMILES: [CH3:1][O:2][C:3](=[O:30])[CH2:4][O:5][C:6]1[CH:11]=[CH:10][C:9]([O:12][CH2:13]/[CH:14]=[C:15](\[C:22]2[CH:27]=[CH:26][C:25](I)=[CH:24][CH:23]=2)/[C:16]2[CH:21]=[CH:20][CH:19]=[CH:18][CH:17]=2)=[CH:8][C:7]=1[CH3:29].[C:31]([C:33]1[CH:38]=[CH:37][CH:36]=[CH:35][N:34]=1)#[CH:32].ClCCl>C(N(CC)CC)C.[Pd](Cl)Cl.C1(P(C2C=CC=CC=2)C2C=CC=CC=2)C=CC=CC=1.C1(P(C2C=CC=CC=2)C2C=CC=CC=2)C=CC=CC=1.[Cu]I>[CH3:1][O:2][C:3](=[O:30])[CH2:4][O:5][C:6]1[CH:11]=[CH:10][C:9]([O:12][CH2:13]/[CH:14]=[C:15](/[C:16]2[CH:21]=[CH:20][CH:19]=[CH:18][CH:17]=2)\[C:22]2[CH:27]=[CH:26][C:25]([C:32]#[C:31][C:33]3[CH:38]=[CH:37][CH:36]=[CH:35][N:34]=3)=[CH:24][CH:23]=2)=[CH:8][C:7]=1[CH3:29] |f:4.5.6|. Reported procedure: A solution of (Z)-{4-[3-(4-iodo-phenyl)-3-phenyl-allyloxy]-2-methyl-phenoxy}-acetic acid methyl ester (283 mg, 0.55 mmol), 2-Ethynyl-pyridine (0.167 ml, 1.65 mmol), bis(triphenylphosphine) palladium(II) chloride (0.015 g, 0.022 mmol), copper(I) iodide (0.31 mg, 0.002 mmol) in dry triethylamine (4 ml) were heated to 120° C. by microwave irradiation for 20 min. The cooled reaction mixture was added dichloromethane (20 ml) and silica gel Fluka 60 (10 g) and evaporated in vacuo. The residue was puri...